From a dataset of the Open Reaction Database (ORD), a public repository of structured organic reaction records. describe an organic reaction: reactants, conditions, products, and yield The product is O=C(O)CC(c1ccccc1)n1ccc2cc(CCCc3ccc4c(n3)NCCC4)ccc21. Reaction SMILES: [CH2:1]([CH3:2])[O:3][C:4]([CH2:5][CH:6]([n:7]1[cH:8][cH:9][c:10]2[cH:11][c:12]([CH2:16][CH2:17][CH2:18][c:19]3[n:20][c:21]4[c:26]([cH:27][cH:28]3)[CH2:25][CH2:24][CH2:23][NH:22]4)[cH:13][cH:14][c:15]12)[c:29]1[cH:30][cH:31][cH:32][cH:33][cH:34]1)=[O:35].[CH2:39]1[O:40][CH2:41][CH2:42][CH2:43]1.[ClH:38].[Na+:37].[OH-:36].[OH2:44]>>[O:3]=[C:4]([CH2:5][CH:6]([n:7]1[cH:8][cH:9][c:10]2[cH:11][c:12]([CH2:16][CH2:17][CH2:18][c:19]3[n:20][c:21]4[c:26]([cH:27][cH:28]3)[CH2:25][CH2:24][CH2:23][NH:22]4)[cH:13][cH:14][c:15]12)[c:29]1[cH:30][cH:31][cH:32][cH:33][cH:34]1)[OH:35]. The reactants are CCOC(=O)CC(c1ccccc1)n1ccc2cc(CCCc3ccc4c(n3)NCCC4)ccc21, C1CCOC1, Cl, [Na+], [OH-], O. Reactants: ClCCCl, [Na+], O=C([O-])O, CN(C)C=O, O=C1CCC(=O)N1O, O=C(O)c1cc2ccccc2cn1. The product is O=C(ON1C(=O)CCC1=O)c1cc2ccccc2cn1. As a reaction SMILES: [CH2:14]([Cl:15])[CH2:16][Cl:17].[Na+:30].[O-:26][C:27]([OH:28])=[O:29].[O:31]=[CH:32][N:33]([CH3:34])[CH3:35].[OH:18][N:19]1[C:20](=[O:25])[CH2:21][CH2:22][C:23]1=[O:24].[cH:1]1[n:2][c:3]([C:11](=[O:12])[OH:13])[cH:4][c:5]2[cH:6][cH:7][cH:8][cH:9][c:10]12>>[cH:1]1[n:2][c:3]([C:11](=[O:12])[O:13][N:19]2[C:20](=[O:25])[CH2:21][CH2:22][C:23]2=[O:24])[cH:4][c:5]2[cH:6][cH:7][cH:8][cH:9][c:10]12.